This data is from the Open Reaction Database (ORD), a public repository of structured organic reaction records. The task is: describe an organic reaction: reactants, conditions, products, and yield The reactants are ClC(C(=O)OC)C (methyl 2-chloropropionate), FC=1C=C(C=CC1)O (m-fluorophenol), Cl (HCl). The solvent is [OH-].[Na+] (sodium hydroxide). Conditions: temperature 80 celsius. Product: FC=1C=C(OC(C(=O)O)C)C=CC1 (2-(3' -fluorophenoxy)propionic acid). The yield is 42.0%. RXN SMILES: [F:1][C:2]1[CH:3]=[C:4]([OH:8])[CH:5]=[CH:6][CH:7]=1.Cl[CH:10]([CH3:15])[C:11]([O:13]C)=[O:12].Cl>[OH-].[Na+]>[F:1][C:2]1[CH:3]=[C:4]([CH:5]=[CH:6][CH:7]=1)[O:8][CH:10]([CH3:15])[C:11]([OH:13])=[O:12] |f:3.4|. Procedure: To a solution of m-fluorophenol (24.2 g, 0.22 mol) in 79.2 ml of 25% aqueous sodium hydroxide heated to 45° C. with an oil bath was added 29.5 ml (0.26 mol) methyl 2-chloropropionate. The reaction mixture was heated to 80° C. for 17 hours and then allowed to cool. When the temperature reached about 40° C., concentrated HCl (25 ml) was added and the reaction mixture was allowed to cool to room temperature. The reaction mixture was extracted twice with 100 ml ethyl ether. The organic layers were c... Reaction conditions: time 8 hour. Starting materials: C1(CCCC1)CCC(=O)N (3-cyclopentylpropionamide), O=C(C(=O)O)CC (2-ketobutyric acid). RXN SMILES: [CH:1]1([CH2:6][CH2:7][C:8]([NH2:10])=[O:9])[CH2:5][CH2:4][CH2:3][CH2:2]1.O=[C:12]([CH2:16][CH3:17])[C:13]([OH:15])=[O:14]>>[CH:1]1([CH2:6][CH2:7][C:8]([NH:10]/[C:12](=[CH:16]\[CH3:17])/[C:13]([OH:15])=[O:14])=[O:9])[CH2:5][CH2:4][CH2:3][CH2:2]1. Reported procedure: A solution of 1.41 g (10 mmole) of 3-cyclopentylpropionamide and 1.53 g (15 mmole) of 2-ketobutyric acid was stirred and refluxed under a small Dean-Stark trap. After 8 hrs. the solution was cooled, resulting in heavy crystallization. The solid was collected on a filter and washed with toluene and CH2Cl2. Yield of white crystals=1.44 g, mp 180.5°-182° (prelim. softening). The material was recrystallized from methyl ethyl ketone. Yield of white needles=0.63 g (28%), mp 184°-185° (slight prelim. s... Product: C1(CCCC1)CCC(=O)N\C(\C(=O)O)=C/C (Z-2-(3-Cyclopentylpropionamido)-2-butenoic acid). The reactants are ClCC(=O)Cl (chloroacetyl chloride), ClCC(=O)NC1=C(C(=O)N2CCN(CC2)CCC2=CC=C(C=C2)Cl)C=CC=C1 (1-[2-(N-chloroacetylamino)benzoyl]-4-[2-(4-chlorophenyl)ethyl]piperazine). Product: NC1=C(C(=O)N2CCN(CC2)CCC2=CC=C(C=C2)Cl)C=CC=C1 (1-(2-aminobenzoyl)-4-[2-(4-chlorophenyl)ethyl]-piperazine). As a reaction SMILES: ClCC([NH:5][C:6]1[CH:28]=[CH:27][CH:26]=[CH:25][C:7]=1[C:8]([N:10]1[CH2:15][CH2:14][N:13]([CH2:16][CH2:17][C:18]2[CH:23]=[CH:22][C:21]([Cl:24])=[CH:20][CH:19]=2)[CH2:12][CH2:11]1)=[O:9])=O.ClCC(Cl)=O>>[NH2:5][C:6]1[CH:28]=[CH:27][CH:26]=[CH:25][C:7]=1[C:8]([N:10]1[CH2:15][CH2:14][N:13]([CH2:16][CH2:17][C:18]2[CH:23]=[CH:22][C:21]([Cl:24])=[CH:20][CH:19]=2)[CH2:12][CH2:11]1)=[O:9]. Procedure: In a manner analogous to that described in Example 22, 1-[2-(N-chloroacetylamino)benzoyl]-4-[2-(4-chlorophenyl)ethyl]piperazine having a melting point of 108°-109° is obtained from 2 g of 1-(2-aminobenzoyl)-4-[2-(4-chlorophenyl)ethyl]-piperazine by reaction with chloroacetyl chloride. The reactants are FC1=CC=C(C=C1)[Mg]Br (4-fluoro phenylmagnesium bromide), ClCC1=C(C(=O)Cl)C=CC(=C1)C#N (2-chloromethyl-4-cyano-benzoyl chloride), Cl (HCl). The solvent is C1(=CC=CC=C1)C (toluene). Reaction conditions: temperature 0 celsius, time 2 hour. Product: ClCC=1C=C(C#N)C=CC1C(C1=CC=C(C=C1)F)=O (3-Chloromethyl-4-(4-fluoro-benzoyl)-benzonitrile). Isolated yield 90.0%. RXN SMILES: [F:1][C:2]1[CH:7]=[CH:6][C:5]([Mg]Br)=[CH:4][CH:3]=1.[Cl:10][CH2:11][C:12]1[CH:20]=[C:19]([C:21]#[N:22])[CH:18]=[CH:17][C:13]=1[C:14](Cl)=[O:15].Cl>C1(C)C=CC=CC=1>[Cl:10][CH2:11][C:12]1[CH:20]=[C:19]([CH:18]=[CH:17][C:13]=1[C:14](=[O:15])[C:5]1[CH:6]=[CH:7][C:2]([F:1])=[CH:3][CH:4]=1)[C:21]#[N:22]. Procedure: A solution of 4-fluoro phenylmagnesium bromide (0.73M in THF, 170 ml) was added to a cooled solution of 2-chloromethyl-4-cyano-benzoyl chloride (25.0 g) in toluene (200 ml) so that the temperature did not raise above 0° C. The mixture was stirred at 0° C. for 2 hours. An aqueous solution of HCl (250 ml) was added and stirring continued for 0.5 hours. The phases were separated and the aqueous phase was extracted with toluene (200 ml). The combined organic phases were washed with saturated NaHCO3 ...